This data is from the Open Reaction Database (ORD), a public repository of structured organic reaction records. The task is: describe an organic reaction: reactants, conditions, products, and yield The reactants are COC(CC1=CC=C(C=C1)OCC1=C(C=C(C=C1)I)OCCCCCCC)=O ([4-(2-heptyloxy-4-iodobenzyloxy)phenyl]acetic acid methyl ester), [BH4-] (borohydride), bis(bipyridine)dibromonickel (II), C(CCCCCC)C=1N(C(=NN1)S)C (5-heptyl-4-methyl-4H-[1,2,4]-triazole-3-thiol). Run in O1CCCC1.C(C)O (tetrahydrofuran ethanol), O1CCCC1.C(C)O (tetrahydrofuran ethanol). Reaction conditions: time 8 hour. Product: COC(CC1=CC=C(C=C1)OCC1=C(C=C(C=C1)SC1=NN=C(N1C)CCCCCCC)OCCCCCCC)=O ({4-[4-(5-Heptyl-4-methyl-4H-[1,2,4]-triazol-3-ylsulfanyl]-2-heptyloxybenzyloxy]phenyl}acetic acid methyl ester). RXN SMILES: [BH4-].[CH2:2]([C:9]1[N:10]([CH3:15])[C:11]([SH:14])=[N:12][N:13]=1)[CH2:3][CH2:4][CH2:5][CH2:6][CH2:7][CH3:8].[CH3:16][O:17][C:18](=[O:43])[CH2:19][C:20]1[CH:25]=[CH:24][C:23]([O:26][CH2:27][C:28]2[CH:33]=[CH:32][C:31](I)=[CH:30][C:29]=2[O:35][CH2:36][CH2:37][CH2:38][CH2:39][CH2:40][CH2:41][CH3:42])=[CH:22][CH:21]=1>O1CCCC1.C(O)C>[CH3:16][O:17][C:18](=[O:43])[CH2:19][C:20]1[CH:21]=[CH:22][C:23]([O:26][CH2:27][C:28]2[CH:33]=[CH:32][C:31]([S:14][C:11]3[N:10]([CH3:15])[C:9]([CH2:2][CH2:3][CH2:4][CH2:5][CH2:6][CH2:7][CH3:8])=[N:13][N:12]=3)=[CH:30][C:29]=2[O:35][CH2:36][CH2:37][CH2:38][CH2:39][CH2:40][CH2:41][CH3:42])=[CH:24][CH:25]=1 |f:3.4|. Reported procedure: 979 mg (2.45 mmol, 3 eq) of resin-supported borohydride and 11 mg (0.02 mmol, 0.03 eq) of bis(bipyridine)dibromonickel (II) are added to a solution of 244 mg (1.22 mmol, 1.5 eq) of 5-heptyl-4-methyl-4H-[1,2,4]-triazole-3-thiol in 4 ml of tetrahydrofuran/ethanol 5/5. To the suspension obtained there is added a solution of 405 mg (0.82 mmol, 1 eq) of [4-(2-heptyloxy-4-iodobenzyloxy)phenyl]acetic acid methyl ester in 4 ml of tetrahydrofuran/ethanol 5/5. The reaction mixture is stirred overnight und... Starting materials: ClC1=CC2=C(N=C(S2)N)C=C1 (6-chloro-benzothiazol-2-ylamine), COC(C1=CC(=C(C=C1)NCCN(C)C(=O)OC(C)(C)C)N)=O (3-amino-4-[2-(tert-butoxycarbonyl-methyl-amino)-ethylamino]-benzoic acid methyl ester), C(CCl)Cl (EDC). Run in CN(C)C=O (DMF). Yields the product COC(=O)C1=CC2=C(N(C(=N2)NC=2SC3=C(N2)C=CC(=C3)Cl)CCN(C)C(=O)OC(C)(C)C)C=C1 (1-[2-(tert-Butoxycarbonyl-methyl-amino)-ethyl]-2-(6-chloro-benzothiazol-2-ylamino)-1H-benzoimidazole-5-carboxylic acid methyl ester). The yield is 85.1%. As a reaction SMILES: [Cl:1][C:2]1[CH:11]=[CH:10][C:5]2[N:6]=[C:7]([NH2:9])[S:8][C:4]=2[CH:3]=1.[CH3:12][O:13][C:14](=[O:34])[C:15]1[CH:20]=[CH:19][C:18]([NH:21][CH2:22][CH2:23][N:24]([C:26]([O:28][C:29]([CH3:32])([CH3:31])[CH3:30])=[O:27])[CH3:25])=[C:17]([NH2:33])[CH:16]=1.[CH2:35](Cl)CCl>CN(C=O)C>[CH3:12][O:13][C:14]([C:15]1[CH:20]=[CH:19][C:18]2[N:21]([CH2:22][CH2:23][N:24]([C:26]([O:28][C:29]([CH3:31])([CH3:30])[CH3:32])=[O:27])[CH3:25])[C:35]([NH:9][C:7]3[S:8][C:4]4[CH:3]=[C:2]([Cl:1])[CH:11]=[CH:10][C:5]=4[N:6]=3)=[N:33][C:17]=2[CH:16]=1)=[O:34]. Reported procedure: 1-[2-(tert-Butoxycarbonyl-methyl-amino)-ethyl]-2-(6-chloro-benzothiazol-2-ylamino)-1H-benzoimidazole-5-carboxylic acid methyl ester (1.9 g) was prepared by following General Procedure D starting from 6-chloro-benzothiazol-2-ylamine (920 mg), 3-amino-4-[2-(tert-butoxycarbonyl-methyl-amino)-ethylamino]-benzoic acid methyl ester (1.4 g), thioCDI (900 mg) and EDC (960 mg) in DMF (15 mL). Starting materials: CC(C)(C)OC(=O)N1CCCN(c2ccc(Cl)cc2)CC1, ClCCl, Cl, C1COCCO1. The product is Clc1ccc(N2CCCNCC2)cc1. RXN SMILES: [C:1]([O:2][C:3](=[O:4])[N:8]1[CH2:9][CH2:10][N:11]([c:15]2[cH:16][cH:17][c:18]([Cl:21])[cH:19][cH:20]2)[CH2:12][CH2:13][CH2:14]1)([CH3:5])([CH3:6])[CH3:7].[CH2:29]([Cl:30])[Cl:31].[ClH:22].[O:23]1[CH2:24][CH2:25][O:26][CH2:27][CH2:28]1>>[NH:8]1[CH2:9][CH2:10][N:11]([c:15]2[cH:16][cH:17][c:18]([Cl:21])[cH:19][cH:20]2)[CH2:12][CH2:13][CH2:14]1. Starting materials: COC1=CC2=C(C(C(N(CC2)CCCCl)=O)=O)C=C1OC (3-(7,8-dimethoxy-1,3,4,5-tetrahydro-2H-3-benzazepin-1,2-dion-3-yl)-propyl chloride), NC1=C(C=C(C=C1Cl)NCCN)Cl (2-(4-amino-3,5-dichlorophenylamino)-ethylamine). The product is COC1=CC2=C(C(C(N(CC2)CCCNCCNC2=CC(=C(C(=C2)Cl)N)Cl)=O)=O)C=C1OC (N-[3-(7,8-Dimethoxy-1,3,4,5-tetrahydro-2H-3-benzazepin-1,2-dion-3-yl)-propyl]-2-(4-amino-3,5-dichlorophenylamino)-ethylamine). RXN SMILES: [CH3:1][O:2][C:3]1[C:19]([O:20][CH3:21])=[CH:18][C:6]2[C:7](=[O:17])[C:8](=[O:16])[N:9]([CH2:12][CH2:13][CH2:14]Cl)[CH2:10][CH2:11][C:5]=2[CH:4]=1.[NH2:22][C:23]1[C:28]([Cl:29])=[CH:27][C:26]([NH:30][CH2:31][CH2:32][NH2:33])=[CH:25][C:24]=1[Cl:34]>>[CH3:1][O:2][C:3]1[C:19]([O:20][CH3:21])=[CH:18][C:6]2[C:7](=[O:17])[C:8](=[O:16])[N:9]([CH2:12][CH2:13][CH2:14][NH:33][CH2:32][CH2:31][NH:30][C:26]3[CH:25]=[C:24]([Cl:34])[C:23]([NH2:22])=[C:28]([Cl:29])[CH:27]=3)[CH2:10][CH2:11][C:5]=2[CH:4]=1. Procedure: The title compound is prepared from 3-(7,8-dimethoxy-1,3,4,5-tetrahydro-2H-3-benzazepin-1,2-dion-3-yl)-propyl chloride and 2-(4-amino-3,5-dichlorophenylamino)-ethylamine analogously to Example 6. The reactants are BrC=1C=C2C=NC(=NC2=CC1)O (6-bromoquinazolin-2-ol), P(=O)(Cl)(Cl)Cl (phosphorus oxychloride). Yields the product BrC=1C=C2C=NC(=NC2=CC1)Cl (6-bromo-2-chloroquinazoline). Isolated yield 87.0%. Reaction SMILES: [Br:1][C:2]1[CH:3]=[C:4]2[C:9](=[CH:10][CH:11]=1)[N:8]=[C:7](O)[N:6]=[CH:5]2.P(Cl)(Cl)([Cl:15])=O>>[Br:1][C:2]1[CH:3]=[C:4]2[C:9](=[CH:10][CH:11]=1)[N:8]=[C:7]([Cl:15])[N:6]=[CH:5]2. Reported procedure: A solution of 6-bromoquinazolin-2-ol (9.72 g, 40 mmol) in phosphorus oxychloride (100 mL) was refluxed for 5 hours. The reaction was cooled to room temperature, and most of phosphorus oxychloride was removed under reduced pressure. The residue was dropwise added to ice water (500 mL), and the resulting precipitate was collected by the filtration to give the title compound (9 g, 87%) as a yellow solid. MS (ES+) C8H3BrClFN2 requires: 260, 262, found: 261, 263 [M+H]+.